Dataset: the Open Reaction Database (ORD), a public repository of structured organic reaction records. Task: describe an organic reaction: reactants, conditions, products, and yield Reactants: CC1Cc2ccc(Br)cc2CN1c1cc(N2CCN(C)CC2)nc(N)n1, O=C([O-])O, C1COCCO1, CO, CC1(C)OB(c2cnn(CC3CCCC3)c2)OC1(C)C, [Na+], O, c1ccc(P(c2ccccc2)(c2ccccc2)[Pd](P(c2ccccc2)(c2ccccc2)c2ccccc2)(P(c2ccccc2)(c2ccccc2)c2ccccc2)P(c2ccccc2)(c2ccccc2)c2ccccc2)cc1. Product: CC1Cc2ccc(-c3cnn(CC4CCCC4)c3)cc2CN1c1cc(N2CCN(C)CC2)nc(N)n1. As a reaction SMILES: [Br:1][c:2]1[cH:3][cH:4][c:5]2[c:10]([cH:11]1)[CH2:9][N:8]([c:12]1[n:13][c:14]([NH2:25])[n:15][c:16]([N:18]3[CH2:19][CH2:20][N:21]([CH3:24])[CH2:22][CH2:23]3)[cH:17]1)[CH:7]([CH3:26])[CH2:6]2.[C:47](=[O:48])([OH:49])[O-:50].[CH2:52]1[O:53][CH2:54][CH2:55][O:56][CH2:57]1.[CH3:58][OH:59].[CH:27]1([CH2:32][n:33]2[n:34][cH:35][c:36]([B:38]3[O:39][C:40]([CH3:41])([CH3:42])[C:43]([CH3:44])([CH3:45])[O:46]3)[cH:37]2)[CH2:28][CH2:29][CH2:30][CH2:31]1.[Na+:51].[OH2:137].[cH:60]1[cH:61][cH:62][c:63]([P:64]([Pd:65]([P:66]([c:67]2[cH:68][cH:69][cH:70][cH:71][cH:72]2)([c:73]2[cH:74][cH:75][cH:76][cH:77][cH:78]2)[c:79]2[cH:80][cH:81][cH:82][cH:83][cH:84]2)([P:85]([c:86]2[cH:87][cH:88][cH:89][cH:90][cH:91]2)([c:92]2[cH:93][cH:94][cH:95][cH:96][cH:97]2)[c:98]2[cH:99][cH:100][cH:101][cH:102][cH:103]2)[P:104]([c:105]2[cH:106][cH:107][cH:108][cH:109][cH:110]2)([c:111]2[cH:112][cH:113][cH:114][cH:115][cH:116]2)[c:117]2[cH:118][cH:119][cH:120][cH:121][cH:122]2)([c:123]2[cH:124][cH:125][cH:126][cH:127][cH:128]2)[c:129]2[cH:130][cH:131][cH:132][cH:133][cH:134]2)[cH:135][cH:136]1>>[c:2]1(-[c:36]2[cH:35][n:34][n:33]([CH2:32][CH:27]3[CH2:28][CH2:29][CH2:30][CH2:31]3)[cH:37]2)[cH:3][cH:4][c:5]2[c:10]([cH:11]1)[CH2:9][N:8]([c:12]1[n:13][c:14]([NH2:25])[n:15][c:16]([N:18]3[CH2:19][CH2:20][N:21]([CH3:24])[CH2:22][CH2:23]3)[cH:17]1)[CH:7]([CH3:26])[CH2:6]2. The product is [Si](C)(C)(C(C)(C)C)OCC=1C=C(C=CC1Cl)/C=C/C#N ((2E)-3-[3-({[tert-Butyl(dimethyl)silyl]oxy}methyl)-4-chlorophenyl]acrylonitrile). Run at time 3 hour. Starting materials: C(#N)CP(OCC)(OCC)=O (diethyl cyanomethylphosphonate), CC(C)([O-])C.[K+] (potassium tert-butoxide), [Si](C)(C)(C(C)(C)C)OCC=1C=C(C=O)C=CC1Cl (3-({[tert-butyl(dimethyl)silyl]oxy}methyl)-4-chlorobenzaldehyde), CCCCCCCCCCN (Amine 10). Solvent: C1CCOC1 (THF), C1CCOC1 (THF). Reaction SMILES: [C:1]([CH2:3]P(=O)(OCC)OCC)#[N:2].CC(C)([O-])C.[K+].[Si:18]([O:25][CH2:26][C:27]1[CH:28]=[C:29]([CH:32]=[CH:33][C:34]=1[Cl:35])[CH:30]=O)([C:21]([CH3:24])([CH3:23])[CH3:22])([CH3:20])[CH3:19].CCCCCCCCCCN>C1COCC1>[Si:18]([O:25][CH2:26][C:27]1[CH:28]=[C:29](/[CH:30]=[CH:3]/[C:1]#[N:2])[CH:32]=[CH:33][C:34]=1[Cl:35])([C:21]([CH3:24])([CH3:23])[CH3:22])([CH3:20])[CH3:19] |f:1.2|. Procedure details: To a solution of diethyl cyanomethylphosphonate (1.1 eq.) in THF (0.14 M) was added at 0° C. potassium tert-butoxide (1 M THF solution, 1.1 eq.). The resulting yellow solution was stirred at 0° C. for 1 h before 3-({[tert-butyl(dimethyl)silyl]oxy}methyl)-4-chlorobenzaldehyde from step 3 of Amine 10 synthesis (1 eq.) in THF (0.14 M) was added. The resulting mixture was stirred at RT 3 h. The reaction was quenched by the addition of sat. aq. NH4Cl and then extracted with EtOAc. The combined organi... The reactants are CCNCCO, CC#N, O=C(Cl)CCl, [Na+], [Na+], O=C([O-])[O-]. Yields the product CCN(CCO)C(=O)CCl. Reaction SMILES: [CH2:6]([CH3:7])[NH:8][CH2:9][CH2:10][OH:11].[CH3:18][C:19]#[N:20].[Cl:1][CH2:2][C:3](=[O:4])[Cl:5].[Na+:12].[Na+:13].[O-:14][C:15](=[O:16])[O-:17]>>[Cl:1][CH2:2][C:3](=[O:4])[N:8]([CH2:6][CH3:7])[CH2:9][CH2:10][OH:11]. Starting materials: COC(C(NC(=O)OC(C)(C)C)OC(C)=O)=O (acetyloxy[[(1,1-dimethylethoxy)carbonyl]amino]acetic acid methyl ester), CN(C)C=O (DMF), C(C=C)Br (allylbromide). Reagents/catalysts: [Zn] (zinc). Solvent: Cl (HCl), CCCCCC.CCOC(=O)C (hexane EtOAc). Conditions: time 8 hour. Product: COC(CN(C(=O)OC(C)(C)C)CC=C)=O (N-Boc-allylglycine methyl ester). Reaction SMILES: [CH3:1][O:2][C:3](=[O:17])[CH:4](OC(=O)C)[NH:5][C:6]([O:8][C:9]([CH3:12])([CH3:11])[CH3:10])=[O:7].CN(C=O)C.[CH2:23](Br)[CH:24]=[CH2:25]>Cl.CCCCCC.CCOC(C)=O.[Zn]>[CH3:1][O:2][C:3](=[O:17])[CH2:4][N:5]([CH2:25][CH:24]=[CH2:23])[C:6]([O:8][C:9]([CH3:10])([CH3:11])[CH3:12])=[O:7] |f:4.5|. Reported procedure: To a mixture of acetyloxy[[(1,1-dimethylethoxy)carbonyl]amino]acetic acid methyl ester (Ref. Tetrahedron Lett. 1994, 35 3669, 21.1 g, 85.7 mmol), zinc (11.2 g, 171.42 mmol) and DMF (100 mL) at 0° C. is added allylbromide (14.8 mL, 171.4 mmol) dropwise. The reaction is warmed to room temperature and stirred overnight. The mixture is diluted with 0.1N HCl and hexane/EtOAc (2:1), filtered, the reaction mixture is then extracted three times with hexane/EtOAc (2:1). The combined EtOAc layer is washed...